This data is from the Open Reaction Database (ORD), a public repository of structured organic reaction records. The task is: describe an organic reaction: reactants, conditions, products, and yield Starting materials: BrC1=CN=C(C=2N1C=C(N2)NC(OCC)=O)N2CCOCC2 (ethyl (5-bromo-8-morpholinoimidazo[1,2-a]pyrazin-2-yl)carbamate). Run in [OH-].[Na+] (NaOH), O (water). Product: BrC1=CN=C(C=2N1C=C(N2)N)N2CCOCC2 (5-Bromo-8-morpholinoimidazo[1,2-a]pyrazin-2-amine). Reaction SMILES: [Br:1][C:2]1[N:7]2[CH:8]=[C:9]([NH:11]C(=O)OCC)[N:10]=[C:6]2[C:5]([N:17]2[CH2:22][CH2:21][O:20][CH2:19][CH2:18]2)=[N:4][CH:3]=1>[OH-].[Na+].O>[Br:1][C:2]1[N:7]2[CH:8]=[C:9]([NH2:11])[N:10]=[C:6]2[C:5]([N:17]2[CH2:18][CH2:19][O:20][CH2:21][CH2:22]2)=[N:4][CH:3]=1 |f:1.2|. Procedure details: A suspension of ethyl (5-bromo-8-morpholinoimidazo[1,2-a]pyrazin-2-yl)carbamate (1.2 g, as prepared above) in 5 N aqueous NaOH was heated at reflux for 18 h. The reaction mixture was allowed to cool to rt, diluted with water (50 mL) and extracted with DCM (3×50 mL). The combined DCM layers were dried over Na2SO4 and concentrated under reduced pressure to give compound 21b, which was dried under reduced pressure overnight and used in next step without further purification. Mass Spectrum (LCMS, ES... Reagents/catalysts: [Cu]I (CuI). Yields the product C(C1=CC=CC=C1)OC=1C=CC=2OCCN(C2N1)S(=O)(=O)C=1C=C(C=CC1)C (6-benzyloxy-4-(toluene-3-sulfonyl)-3,4-dihydro-2H-pyrido[3,2-b][1,4]oxazine). Procedure: To 6-bromo-4-(toluene-3-sulfonyl)-3,4-dihydro-2H-pyrido[3,2-b][1,4]oxazine (50 mg, 140 mmol) in benzyl alcohol (400 μL) was added CuI (15 mg, 79 mmol), 1,10-phenanthroline (15 mg, 83 mmol), and Cs2CO3 (70 mg, 210 mmol). The resulting mixture was heated to 130° C. for 2 hours. Next, the reaction mixture was cooled to room temperature and quenched with a small amount of water, then extracted with ethyl acetate. The aqueous phase was discarded and the organic phase concentrated under reduced pressu... Reaction conditions: temperature 130 celsius. Reactants: BrC=1C=CC=2OCCN(C2N1)S(=O)(=O)C=1C=C(C=CC1)C (6-bromo-4-(toluene-3-sulfonyl)-3,4-dihydro-2H-pyrido[3,2-b][1,4]oxazine), N1=CC=CC2=CC=C3C=CC=NC3=C12 (1,10-phenanthroline), C(=O)([O-])[O-].[Cs+].[Cs+] (Cs2CO3). Solvent: C(C1=CC=CC=C1)O (benzyl alcohol). RXN SMILES: Br[C:2]1[CH:3]=[CH:4][C:5]2[O:6][CH2:7][CH2:8][N:9]([S:12]([C:15]3[CH:16]=[C:17]([CH3:21])[CH:18]=[CH:19][CH:20]=3)(=[O:14])=[O:13])[C:10]=2[N:11]=1.N1[C:35]2[C:26](=[CH:27][CH:28]=[C:29]3[C:34]=2N=CC=C3)[CH:25]=CC=1.C([O-])([O-])=[O:37].[Cs+].[Cs+]>C(O)C1C=CC=CC=1.[Cu]I>[CH2:25]([O:37][C:2]1[CH:3]=[CH:4][C:5]2[O:6][CH2:7][CH2:8][N:9]([S:12]([C:15]3[CH:16]=[C:17]([CH3:21])[CH:18]=[CH:19][CH:20]=3)(=[O:14])=[O:13])[C:10]=2[N:11]=1)[C:26]1[CH:35]=[CH:34][CH:29]=[CH:28][CH:27]=1 |f:2.3.4|. Reactants: CCO, O=C[O-], [NH4+], COCC(C)Oc1cc(Oc2ccc3c(c2)C=CS3(=O)=O)cc(C(=O)Nc2ccn(C)n2)c1. The product is COCC(C)Oc1cc(Oc2ccc3c(c2)CCS3(=O)=O)cc(C(=O)Nc2ccn(C)n2)c1. As a reaction SMILES: [CH3:38][CH2:39][OH:40].[CH:34]([O-:35])=[O:36].[NH4+:37].[O:1]=[S:2]1(=[O:33])[CH:3]=[CH:4][c:5]2[c:6]1[cH:7][cH:8][c:9]([O:11][c:12]1[cH:13][c:14]([C:15](=[O:16])[NH:17][c:18]3[n:19][n:20]([CH3:23])[cH:21][cH:22]3)[cH:24][c:25]([O:27][CH:28]([CH2:29][O:30][CH3:31])[CH3:32])[cH:26]1)[cH:10]2>>[O:1]=[S:2]1(=[O:33])[CH2:3][CH2:4][c:5]2[c:6]1[cH:7][cH:8][c:9]([O:11][c:12]1[cH:13][c:14]([C:15](=[O:16])[NH:17][c:18]3[n:19][n:20]([CH3:23])[cH:21][cH:22]3)[cH:24][c:25]([O:27][CH:28]([CH2:29][O:30][CH3:31])[CH3:32])[cH:26]1)[cH:10]2. As a reaction SMILES: CCN(CCCC([NH:11][C:12]1[C:13]2[CH:14]=[CH:15][C:16](Cl)=[CH:17][C:18]=2[N:19]=[C:20]2[CH:25]=[CH:24][C:23](OC)=[CH:22][C:21]=12)C)CC.NCCCCN.ClC1C=C2C(=CC=1)C(Cl)=C1C(C=CC(OC)=C1)=N2.[OH-].[Na+]>C1(O)C=CC=CC=1>[CH:23]1[CH:24]=[CH:25][C:20]2[N:19]=[C:18]3[C:13]([CH:14]=[CH:15][CH:16]=[CH:17]3)=[C:12]([NH2:11])[C:21]=2[CH:22]=1 |f:3.4|. Product: C=1C=CC2=C(C1)C(=C3C=CC=CC3=N2)N (Aminoacridine). The solvent is C1(=CC=CC=C1)O (phenol). Procedure details: A diamine side chain is first synthesized in a manner analogous to the side chain of quinacrine. Specifically, mono-phthaloyl protected 1,4-diaminobutane (27) is reacted with 6,9-dichloro-2-methoxyacridine (28) in phenol (J. Am. Chem. Soc. 66:1921-1924, 1944). The reaction mixture is then poured into an excess of 2N NaOH and extracted with ether. The ether extract is washed with 1M NaHCO3, then H2O, and dried over MgSO4. The crude product is recrystallized from H2O-alcohol. The phthaloyl protect... The reactants are ClC=1C=C2N=C3C=CC(=CC3=C(C2=CC1)Cl)OC (6,9-dichloro-2-methoxyacridine), [OH-].[Na+] (NaOH), diamine, CCN(CC)CCCC(C)NC=1C=2C=CC(=CC2N=C3C1C=C(C=C3)OC)Cl (quinacrine), NCCCCN (1,4-diaminobutane).